Dataset: the Open Reaction Database (ORD), a public repository of structured organic reaction records. Task: describe an organic reaction: reactants, conditions, products, and yield Starting materials: ClN1C(CCC1=O)=O (N-Chlorosuccinimide), [N+](=O)([O-])C1=C2C=CNC2=CC=C1 (4-nitroindole), C(C)#N (Acetonitrile). The solvent is C(Cl)Cl (methylene chloride). Reaction conditions: time 16 hour. The product is ClC1=CNC2=CC=CC(=C12)[N+](=O)[O-] (3-chloro-4-nitroindole). The yield is 74.2%. As a reaction SMILES: [Cl:1]N1C(=O)CCC1=O.[N+:9]([C:12]1[CH:20]=[CH:19][CH:18]=[C:17]2[C:13]=1[CH:14]=[CH:15][NH:16]2)([O-:11])=[O:10].C(#N)C>C(Cl)Cl>[Cl:1][C:14]1[C:13]2[C:17](=[CH:18][CH:19]=[CH:20][C:12]=2[N+:9]([O-:11])=[O:10])[NH:16][CH:15]=1. Procedure details: N-Chlorosuccinimide (1.23 g, 9.25 mmol) is added to a solution of 4-nitroindole (1.5 g, 9.25 mmol, Aldrich) in methylene chloride (75 mL). The resulting mixture is heated to reflux for 16 hours. Acetonitrile (10 mL) is added to the mixture and heating is continued for another 16 hours. The reaction is cooled to room temperature and the methylene chloride is removed by rotary evaporation. The residue is taken up in ethyl acetate and washed with water. The ethyl acetate layer is dried over magnesi... Starting materials: O([C@H]1[C@H](O)[C@@H](O)[C@H](O)[C@H](O1)CO)C[C@@H]1CC(=NO1)C1=NC=C(C=C1)Br ([(5S)-3-(5-Bromopyridin-2-yl)-4,5-dihydroisoxazol-5-yl]methyl β-D-glucopyranoside), O([C@H]1[C@H](O)[C@@H](O)[C@H](O)[C@H](O1)CO)C[C@@H]1CC(=NO1)C1=NC=C(C=C1)Br ([(5S)-3-(5-Bromopyridin-2-yl)-4,5-dihydroisoxazol-5-yl]methyl β-D-glucopyranoside), FC=1C=C(C=CC1B1OC(C(O1)(C)C)(C)C)N1C(O[C@H](C1)CN1N=NC=C1)=O ((5R)-3-[3-fluoro-4-(4,4,5,5-tetramethyl-1,3,2-dioxaborolan-2-yl)phenyl]-5-(1H -1,2,3-triazol-1-ylmethyl)-1,3-oxazolidin-2-one), FC=1C=C(C=CC1B1OC(C(O1)(C)C)(C)C)N1C(O[C@H](C1)CN1N=NC=C1)=O ((5R)-3-[3-fluoro-4-(4,4,5,5-tetramethyl-1,3,2-dioxaborolan-2-yl)phenyl]-5-(1H -1,2,3-triazol-1-ylmethyl)-1,3-oxazolidin-2-one), C([O-])([O-])=O.[Na+].[Na+] (sodium carbonate). The reagents and catalysts are C1(=CC=CC=C1)P(C1=CC=CC=C1)(C1=CC=CC=C1)[Pd-4](P(C1=CC=CC=C1)(C1=CC=CC=C1)C1=CC=CC=C1)(P(C1=CC=CC=C1)(C1=CC=CC=C1)C1=CC=CC=C1)P(C1=CC=CC=C1)(C1=CC=CC=C1)C1=CC=CC=C1 (tetrakis(triphenylphosphino)palladium(0)). Run in CN(C)C=O.O (DMF water). Conditions: temperature 70 celsius. Yields the product O([C@H]1[C@H](O)[C@@H](O)[C@H](O)[C@H](O1)CO)C[C@@H]1CC(=NO1)C1=NC=C(C=C1)C1=C(C=C(C=C1)N1C(O[C@H](C1)CN1N=NC=C1)=O)F ([(5S)-3-(5-{2-Fluoro-4-[(5R)-2-oxo-5-(1H-1,2,3-triazol-1-ylmethyl)-1,3-oxazolidin-3-yl]phenyl}pyridin-2-yl)-4,5-dihydroisoxazol-5-yl]methyl β-D-glucopyranoside). Yield: 38.4%. As a reaction SMILES: [O:1]([CH2:13][C@H:14]1[O:18][N:17]=[C:16]([C:19]2[CH:24]=[CH:23][C:22](Br)=[CH:21][N:20]=2)[CH2:15]1)[C@@H:2]1[O:10][C@H:9]([CH2:11][OH:12])[C@@H:7]([OH:8])[C@H:5]([OH:6])[C@H:3]1[OH:4].[F:26][C:27]1[CH:28]=[C:29]([N:42]2[CH2:46][C@H:45]([CH2:47][N:48]3[CH:52]=[CH:51][N:50]=[N:49]3)[O:44][C:43]2=[O:53])[CH:30]=[CH:31][C:32]=1B1OC(C)(C)C(C)(C)O1.C(=O)([O-])[O-].[Na+].[Na+]>CN(C=O)C.O.C1(P([Pd-4](P(C2C=CC=CC=2)(C2C=CC=CC=2)C2C=CC=CC=2)(P(C2C=CC=CC=2)(C2C=CC=CC=2)C2C=CC=CC=2)P(C2C=CC=CC=2)(C2C=CC=CC=2)C2C=CC=CC=2)(C2C=CC=CC=2)C2C=CC=CC=2)C=CC=CC=1>[O:1]([CH2:13][C@H:14]1[O:18][N:17]=[C:16]([C:19]2[CH:24]=[CH:23][C:22]([C:32]3[CH:31]=[CH:30][C:29]([N:42]4[CH2:46][C@H:45]([CH2:47][N:48]5[CH:52]=[CH:51][N:50]=[N:49]5)[O:44][C:43]4=[O:53])=[CH:28][C:27]=3[F:26])=[CH:21][N:20]=2)[CH2:15]1)[C@@H:2]1[O:10][C@H:9]([CH2:11][OH:12])[C@@H:7]([OH:8])[C@H:5]([OH:6])[C@H:3]1[OH:4] |f:2.3.4,5.6|. Procedure: [(5S)-3-(5-Bromopyridin-2-yl)-4,5-dihydroisoxazol-5-yl]methyl β-D-glucopyranoside (Intermediate 20, 0.150 g, 0.36 mmol), (5R)-3-[3-fluoro-4-(4,4,5,5-tetramethyl-1,3,2-dioxaborolan-2-yl)phenyl]-5-(1H-1,2,3-triazol-1-ylmethyl)-1,3-oxazolidin-2-one (Intermediate 7, 0.153 g, 0.39 mmol), sodium carbonate (0.152 g, 1.43 mmol), and tetrakis(triphenylphosphino)palladium(0) (0.041 g, 0.036 mmol) were mixed in DMF/water (10:1, 5 mL) under nitrogen and heated at 70° C. bath temperature for 4 hours. The sol... Reactants: C[C@]12C[C@@H]([C@H]3[C@H]([C@@H]1C[C@@H]4[C@]2(OC(O4)(C)C)C(=O)CO)CCC5=CC(=O)C=C[C@]35C)O (desonide), C(CCC)=O (butyraldehyde), F (hydrofluoric acid). Run in O (water). Reaction conditions: temperature 0 celsius, time 1 hour. The product is CCCC1O[C@@H]2C[C@H]3[C@@H]4CCC5=CC(=O)C=C[C@@]5([C@H]4[C@H](C[C@@]3([C@@]2(O1)C(=O)CO)C)O)C (budesonide). Reaction SMILES: [CH3:1][C@@:2]12[C@:10]3([C:16]([CH2:18][OH:19])=[O:17])[O:11][C:12]([CH3:15])(C)[O:13][C@@H:9]3[CH2:8][C@H:7]1[C@@H:6]1[CH2:20][CH2:21][C:22]3[C@@:28]([CH3:29])([C@H:5]1[C@@H:4]([OH:30])[CH2:3]2)[CH:27]=[CH:26][C:24](=[O:25])[CH:23]=3.[CH:31](=O)[CH2:32]CC.F>O>[CH3:31][CH2:32][CH2:15][CH:12]1[O:11][C@:10]2([C:16]([CH2:18][OH:19])=[O:17])[C@@H:9]([CH2:8][C@@H:7]3[C@:2]2([CH3:1])[CH2:3][C@H:4]([OH:30])[C@H:5]2[C@H:6]3[CH2:20][CH2:21][C:22]3[C@:28]2([CH3:29])[CH:27]=[CH:26][C:24](=[O:25])[CH:23]=3)[O:13]1. Procedure: 50 Grams of desonide (16β-hydroxyprednisolone-16,17-acetonide) and immediately thereafter 12,5 ml of butyraldehyde were added to 500 ml of a 70% hydrofluoric acid solution, at -5° C. The mixture was stirred at 0° C. for one hour and then poured into 5 liters of demineralized water at 0° C. The precipitate was filtered, washed to neutrality with water and dried under vacuum to give 51 g of pure budesonide with an A/B epimer ratio of 9/91. Reported procedure: Methoxylamine hydrochloride (0.98 g, 11.79 mmol) was added to a solution of 5-(4-amino-7-phenyl-2-propyl-1H-imidazo[4,5-c]quinolin-1-yl)pentan-2-one (3.8 g, 9.83 mmol) in ethanol (50 mL) and water (10 mL) and stirred at ambient temperature for 3 hours. The mixture was then concentrated under reduced pressure, diluted with dichloromethane, washed with saturated aqueous sodium bicarbonate solution and brine, dried over magnesium sulfate, and concentrated under reduced pressure. The residue was pur... Reaction conditions: time 3 hour. Yields the product CON=C(C)CCCN1C(=NC=2C(=NC=3C=C(C=CC3C21)C2=CC=CC=C2)N)CCC (5-(4-amino-7-phenyl-2-propyl-1H-imidazo[4,5-c]quinolin-1-yl)pentan-2-one O-methyloxime). Reactants: Cl.O(C)N (Methoxylamine hydrochloride), NC1=NC=2C=C(C=CC2C2=C1N=C(N2CCCC(C)=O)CCC)C2=CC=CC=C2 (5-(4-amino-7-phenyl-2-propyl-1H-imidazo[4,5-c]quinolin-1-yl)pentan-2-one). Run in C(C)O (ethanol), O (water). Isolated yield 88.1%. As a reaction SMILES: Cl.[O:2]([NH2:4])[CH3:3].[NH2:5][C:6]1[C:15]2[N:16]=[C:17]([CH2:25][CH2:26][CH3:27])[N:18]([CH2:19][CH2:20][CH2:21][C:22](=O)[CH3:23])[C:14]=2[C:13]2[CH:12]=[CH:11][C:10]([C:28]3[CH:33]=[CH:32][CH:31]=[CH:30][CH:29]=3)=[CH:9][C:8]=2[N:7]=1>C(O)C.O>[CH3:3][O:2][N:4]=[C:22]([CH2:21][CH2:20][CH2:19][N:18]1[C:14]2[C:13]3[CH:12]=[CH:11][C:10]([C:28]4[CH:33]=[CH:32][CH:31]=[CH:30][CH:29]=4)=[CH:9][C:8]=3[N:7]=[C:6]([NH2:5])[C:15]=2[N:16]=[C:17]1[CH2:25][CH2:26][CH3:27])[CH3:23] |f:0.1|. Starting materials: CC(=O)O[BH-](OC(C)=O)OC(C)=O, CCS(=O)(=O)N1CCC(c2c[nH]c3c(C(N)=O)cc(-c4ccc(CC=O)cc4)cc23)CC1, ClCCl, CCN, CC(=O)O, CO, [Na+], C1CCOC1. The product is CCNCCc1ccc(-c2cc(C(N)=O)c3[nH]cc(C4CCN(S(=O)(=O)CC)CC4)c3c2)cc1. As a reaction SMILES: [C:40]([O:41][BH-:42]([O:43][C:44](=[O:45])[CH3:46])[O:47][C:48](=[O:49])[CH3:50])(=[O:51])[CH3:52].[CH2:1]([CH3:2])[S:3](=[O:4])(=[O:5])[N:6]1[CH2:7][CH2:8][CH:9]([c:12]2[cH:13][nH:14][c:15]3[c:16]([C:30](=[O:31])[NH2:32])[cH:17][c:18](-[c:21]4[cH:22][cH:23][c:24]([CH2:27][CH:28]=[O:29])[cH:25][cH:26]4)[cH:19][c:20]23)[CH2:10][CH2:11]1.[CH2:56]([Cl:57])[Cl:58].[CH3:33][CH2:34][NH2:35].[CH3:36][C:37](=[O:38])[OH:39].[CH3:54][OH:55].[Na+:53].[O:59]1[CH2:60][CH2:61][CH2:62][CH2:63]1>>[CH2:1]([CH3:2])[S:3](=[O:4])(=[O:5])[N:6]1[CH2:7][CH2:8][CH:9]([c:12]2[cH:13][nH:14][c:15]3[c:16]([C:30](=[O:31])[NH2:32])[cH:17][c:18](-[c:21]4[cH:22][cH:23][c:24]([CH2:27][CH2:28][NH:35][CH2:34][CH3:33])[cH:25][cH:26]4)[cH:19][c:20]23)[CH2:10][CH2:11]1. Starting materials: ClC1=C(C(=NC=C1)N1CCN2C=3[C@@H]4CC[C@H](C3C=C2C1=O)C4)C=O (4-Chloro-2-[(1R,11S)-7-oxo-3,6-diazatetracyclo[9.2.1.02,10.03,8]tetradeca-2(10),8-dien-6-yl]pyridine-3-carbaldehyde), CN1C(C(=CC(=C1)B1OC(C(O1)(C)C)(C)C)NC1=NC=C(C=C1)N1[C@H](CN(CC1)C1COC1)C)=O ((5)-1-methyl-3-(5-(2-methyl-4-(oxetan-3-yl)-piperazin-1-yl)pyridin-2-ylamino)-5-(4,4,5,5-tetramethyl-1,3,2-dioxaborolan-2-yl)pyridin-2(1H)-one), [O-]P(=O)([O-])[O-].[K+].[K+].[K+] (K3PO4), C(C)(=O)[O-].[Na+] (sodium acetate). The reagents and catalysts are C1=CC=C(C=C1)P([C-]2C=CC=C2)C3=CC=CC=C3.C1=CC=C(C=C1)P([C-]2C=CC=C2)C3=CC=CC=C3.Cl[Pd]Cl.[Fe+2] (PdCl2(dppf)). The solvent is O (water), C(C)#N (acetonitrile). Reaction conditions: temperature 100 celsius. Yields the product CN1C=C(C=C(C1=O)NC1=NC=C(C=C1)N1[C@H](CN(CC1)C1COC1)C)C1=C(C(=NC=C1)N1CCN2C=3[C@@H]4CC[C@H](C3C=C2C1=O)C4)C=O (4-[1-Methyl-5-({5-[(25)-2-methyl-4-(oxetan-3-yl)piperazin-1-yl]pyridin-2-yl}amino)-6-oxo-1,6-dihydropyridin-3-yl]-2-[(1R,11S)-7-oxo-3,6-diazatetracyclo[9.2.1.02,10.03,8]tetradeca-2(10), 8-dien-6-yl]pyridine-3-carbaldehyde). Yield: 43.6%. Reaction SMILES: Cl[C:2]1[CH:7]=[CH:6][N:5]=[C:4]([N:8]2[C:20](=[O:21])[C:19]3[N:11]([C:12]4[C@H:13]5[CH2:22][C@@H:16]([C:17]=4[CH:18]=3)[CH2:15][CH2:14]5)[CH2:10][CH2:9]2)[C:3]=1[CH:23]=[O:24].[CH3:25][N:26]1[CH:31]=[C:30](B2OC(C)(C)C(C)(C)O2)[CH:29]=[C:28]([NH:41][C:42]2[CH:47]=[CH:46][C:45]([N:48]3[CH2:53][CH2:52][N:51]([CH:54]4[CH2:57][O:56][CH2:55]4)[CH2:50][C@@H:49]3[CH3:58])=[CH:44][N:43]=2)[C:27]1=[O:59].[O-]P([O-])([O-])=O.[K+].[K+].[K+].C([O-])(=O)C.[Na+]>C1C=CC(P(C2C=CC=CC=2)[C-]2C=CC=C2)=CC=1.C1C=CC(P(C2C=CC=CC=2)[C-]2C=CC=C2)=CC=1.Cl[Pd]Cl.[Fe+2].O.C(#N)C>[CH3:25][N:26]1[C:27](=[O:59])[C:28]([NH:41][C:42]2[CH:47]=[CH:46][C:45]([N:48]3[CH2:53][CH2:52][N:51]([CH:54]4[CH2:55][O:56][CH2:57]4)[CH2:50][C@@H:49]3[CH3:58])=[CH:44][N:43]=2)=[CH:29][C:30]([C:2]2[CH:7]=[CH:6][N:5]=[C:4]([N:8]3[C:20](=[O:21])[C:19]4[N:11]([C:12]5[C@H:13]6[CH2:22][C@@H:16]([C:17]=5[CH:18]=4)[CH2:15][CH2:14]6)[CH2:10][CH2:9]3)[C:3]=2[CH:23]=[O:24])=[CH:31]1 |f:2.3.4.5,6.7,8.9.10.11|. Reported procedure: A round-bottomed flask was charged with 4-chloro-2-[(1R,11S)-7-oxo-3,6-diazatetracyclo[9.2.1.02,10.03,8]tetradeca-2(10),8-dien-6-yl]pyridine-3-carbaldehyde 170b (200 mg, 0.59 mmol), 1-methyl-3-({5-[(2S)-2-methyl-4-(oxetan-3-yl)piperazin-1-yl]pyridin-2-yl}amino)-5-(4,4,5,5-tetramethyl-1,3,2-dioxaborolan-2-yl)-1,2-dihydropyridin-2-one 191j (400 mg, 0.88 mmol), PdCl2(dppf) (50 mg, 0.06 mmol), K3PO4 3 water (300 mg, 1.20 mmol), sodium acetate (100 mg, 1.20 mmol), acetonitrile (15 mL), and water (1.5...